Task: describe an organic reaction: reactants, conditions, products, and yield. Dataset: the Open Reaction Database (ORD), a public repository of structured organic reaction records Starting materials: C(C)(C)(C)OC(=O)N[C@@H](C(C)C)C(=O)O (N-(tert-butoxycarbonyl)-L-valine), C(C)(C)(C)OC(NC(C(C)(C)C)C(NC1C(CC2=CC=CC=C12)O)=O)=O ([1-(2-Hydroxy-indan-1-ylcarbamoyl)-2,2-dimethyl-propyl]-carbamic acid tert.butyl ester), ClNC([O-])=O (chlorocarbamate), C(C)(C)(C)OC(=O)NC(C(=O)O)C(C)(C)C (2-tert.butoxycarbonylamino-3,3-dimetylbutyric acid), C1(CCCCC1)N (cyclohexylamine), C(C)OC(=O)C1(C(C1)C=C)NC(=O)C1N(CC(C1)OC1=CC(=NC2=CC(=CC=C12)OC)C1=CC=CC=C1)C(NC(C(C)(C)C)C(NC1C(CC2=CC=CC=C12)O)=O)=O (1-{[1-[1-(2-Hydroxy-indan-1-ylcarbamoyl)-2,2-dimethyl-propylcarbamoyl]4-(7-methoxy-2-phenyl-quinolin-4-yloxy)-pyrrolidin e-2-carbonyl]-amino}-2-vinyl-cyclopropanecarboxylic acid ethyl ester). Yields the product C1(CCCCC1)CNC(=O)[C@H](C(C)C)NC(=O)N1[C@@H](C[C@H](C1)OC1=CC(=NC2=CC(=CC=C12)OC)C1=CC=CC=C1)C(=O)NC1(C(C1)C=C)C(=O)O ([(2S,4R)-1-[(1S)-1-(Cyclohexylmethyl-carbamoyl)-2-methyl-propylcarbamoyl]-4-(7-methoxy-2-phenyl-quinolin-4-yloxy)-pyrrolidine-2-carbonyl-amino}-2-vinyl-cyclopropanecarboxylic acid). As a reaction SMILES: C(OC(N[C@H](C(O)=O)C(C)C)=O)(C)(C)C.C(OC(NC(C(C)(C)C)C(O)=O)=O)(C)(C)C.C1(N)CCCCC1.C(OC(=O)NC(C(=O)NC1C2C(=CC=CC=2)CC1O)C(C)(C)C)(C)(C)C.ClNC(=O)[O-].C([O:72][C:73]([C:75]1([NH:80][C:81]([CH:83]2[CH2:87][CH:86]([O:88][C:89]3[C:98]4[C:93](=[CH:94][C:95]([O:99][CH3:100])=[CH:96][CH:97]=4)[N:92]=[C:91]([C:101]4[CH:106]=[CH:105][CH:104]=[CH:103][CH:102]=4)[CH:90]=3)[CH2:85][N:84]2[C:107](=[O:127])[NH:108][CH:109]([C:114](=[O:126])[NH:115][CH:116]2[C:124]3[C:119](=[CH:120][CH:121]=[CH:122][CH:123]=3)CC2O)[C:110](C)([CH3:112])[CH3:111])=[O:82])[CH2:77][CH:76]1[CH:78]=[CH2:79])=[O:74])C>>[CH:124]1([CH2:116][NH:115][C:114]([C@@H:109]([NH:108][C:107]([N:84]2[CH2:85][C@H:86]([O:88][C:89]3[C:98]4[C:93](=[CH:94][C:95]([O:99][CH3:100])=[CH:96][CH:97]=4)[N:92]=[C:91]([C:101]4[CH:106]=[CH:105][CH:104]=[CH:103][CH:102]=4)[CH:90]=3)[CH2:87][C@H:83]2[C:81]([NH:80][C:75]2([C:73]([OH:74])=[O:72])[CH2:77][CH:76]2[CH:78]=[CH2:79])=[O:82])=[O:127])[CH:110]([CH3:111])[CH3:112])=[O:126])[CH2:119][CH2:120][CH2:121][CH2:122][CH2:123]1. Procedure details: N-(tert-butoxycarbonyl)-L-valine was attached to the resin as described for the preparation of compound 16 followed by reaction with cyclohexylamine as described for the preparation of 17 and removal of the Boc group as described for 18. The afforded compound was then reacted with the chlorocarbamate achieved from 12 as described for the preparation of 13 which gave the title compound. Purity by HPLC >95%. M+H+712.3. Starting materials: CO, COC(=O)c1ccc(-c2cnc3ncc(Cc4ccc5ncccc5c4)n3n2)cc1Cl, [Li+], C1CCOC1, [OH-], O. Product: O=C(O)c1ccc(-c2cnc3ncc(Cc4ccc5ncccc5c4)n3n2)cc1Cl. Reaction SMILES: [CH3:39][OH:40].[Cl:1][c:2]1[c:3]([C:4](=[O:5])[O:6][CH3:7])[cH:8][cH:9][c:10](-[c:12]2[cH:13][n:14][c:15]3[n:16]([n:17]2)[c:18]([CH2:21][c:22]2[cH:23][c:24]4[cH:25][cH:26][cH:27][n:28][c:29]4[cH:30][cH:31]2)[cH:19][n:20]3)[cH:11]1.[Li+:32].[O:34]1[CH2:35][CH2:36][CH2:37][CH2:38]1.[OH-:33].[OH2:41]>>[Cl:1][c:2]1[c:3]([C:4](=[O:5])[OH:6])[cH:8][cH:9][c:10](-[c:12]2[cH:13][n:14][c:15]3[n:16]([n:17]2)[c:18]([CH2:21][c:22]2[cH:23][c:24]4[cH:25][cH:26][cH:27][n:28][c:29]4[cH:30][cH:31]2)[cH:19][n:20]3)[cH:11]1.